From a dataset of the Open Reaction Database (ORD), a public repository of structured organic reaction records. describe an organic reaction: reactants, conditions, products, and yield The reactants are CC(C)(C)OC(=O)N1CCC(NC(=O)OCc2ccccc2)C(C(=O)N2CCCC(Cc3ccc(F)cc3)C2)C1, CO. Product: CC(C)(C)OC(=O)N1CCC(N)C(C(=O)N2CCCC(Cc3ccc(F)cc3)C2)C1. As a reaction SMILES: [C:1]([CH3:2])([CH3:3])([CH3:4])[O:5][C:6](=[O:7])[N:8]1[CH2:9][CH:10]([C:25](=[O:26])[N:27]2[CH2:28][CH:29]([CH2:33][c:34]3[cH:35][cH:36][c:37]([F:40])[cH:38][cH:39]3)[CH2:30][CH2:31][CH2:32]2)[CH:11]([NH:14][C:15]([O:16][CH2:17][c:18]2[cH:19][cH:20][cH:21][cH:22][cH:23]2)=[O:24])[CH2:12][CH2:13]1.[CH3:41][OH:42]>>[C:1]([CH3:2])([CH3:3])([CH3:4])[O:5][C:6](=[O:7])[N:8]1[CH2:9][CH:10]([C:25](=[O:26])[N:27]2[CH2:28][CH:29]([CH2:33][c:34]3[cH:35][cH:36][c:37]([F:40])[cH:38][cH:39]3)[CH2:30][CH2:31][CH2:32]2)[CH:11]([NH2:14])[CH2:12][CH2:13]1. Reactants: BrC1=C2CCN(CC2=CC=C1)C(C(=O)C1=CNC2=C(N=CC(=C21)OC)N2N=C(N=C2)C)=O (1-(5-bromo-3,4-dihydroisoquinolin-2(1H)-yl)-2-(4-methoxy-7-(3-methyl-1H-1,2,4-triazol-1-yl)-1H-pyrrolo[2,3-c]pyridin-3-yl)ethane-1,2-dione), C1(=CC=CC=C1)B(O)O (phenylboronic acid), C(=O)([O-])[O-].[K+].[K+] (K2CO3), O1CCOCC1 (1,4-dioxane). Reagents/catalysts: C1=CC=C(C=C1)P([C-]2C=CC=C2)C3=CC=CC=C3.C1=CC=C(C=C1)P([C-]2C=CC=C2)C3=CC=CC=C3.Cl[Pd]Cl.[Fe+2].C(Cl)Cl (PdCl2(dppf) CH2Cl2). Run in O (water). Reaction conditions: temperature 85 celsius. The product is COC1=C2C(=C(N=C1)N1N=C(N=C1)C)NC=C2C(C(=O)N2CC1=CC=CC(=C1CC2)C2=CC=CC=C2)=O (1-(4-methoxy-7-(3-methyl-1H-1,2,4-triazol-1-yl)-1H-pyrrolo[2,3-c]pyridin-3-yl)-2-(5-phenyl-3,4-dihydroisoquinolin-2(1H)-yl)ethane-1,2-dione). Isolated yield 48.5%. As a reaction SMILES: Br[C:2]1[CH:11]=[CH:10][CH:9]=[C:8]2[C:3]=1[CH2:4][CH2:5][N:6]([C:12](=[O:32])[C:13]([C:15]1[C:23]3[C:18](=[C:19]([N:26]4[CH:30]=[N:29][C:28]([CH3:31])=[N:27]4)[N:20]=[CH:21][C:22]=3[O:24][CH3:25])[NH:17][CH:16]=1)=[O:14])[CH2:7]2.[C:33]1(B(O)O)[CH:38]=[CH:37][CH:36]=[CH:35][CH:34]=1.C([O-])([O-])=O.[K+].[K+].O1CCOCC1>C1C=CC(P(C2C=CC=CC=2)[C-]2C=CC=C2)=CC=1.C1C=CC(P(C2C=CC=CC=2)[C-]2C=CC=C2)=CC=1.Cl[Pd]Cl.[Fe+2].C(Cl)Cl.O>[CH3:25][O:24][C:22]1[CH:21]=[N:20][C:19]([N:26]2[CH:30]=[N:29][C:28]([CH3:31])=[N:27]2)=[C:18]2[NH:17][CH:16]=[C:15]([C:13](=[O:14])[C:12]([N:6]3[CH2:5][CH2:4][C:3]4[C:8](=[CH:9][CH:10]=[CH:11][C:2]=4[C:33]4[CH:38]=[CH:37][CH:36]=[CH:35][CH:34]=4)[CH2:7]3)=[O:32])[C:23]=12 |f:2.3.4,6.7.8.9.10|. Procedure details: To a sealable vial containing 1-(5-bromo-3,4-dihydroisoquinolin-2(1H)-yl)-2-(4-methoxy-7-(3-methyl-1H-1,2,4-triazol-1-yl)-1H-pyrrolo[2,3-c]pyridin-3-yl)ethane-1,2-dione (0.05 g, 0.101 mmol) was added phenylboronic acid (0.018 g, 0.151 mmol), PdCl2(dppf)-CH2Cl2 adduct (0.016 g, 0.020 mmol), K2CO3 (0.06 g, 0.434 mmol), 1,4-dioxane (2 mL), and water (0.5 mL). The vessel was flushed with N2, then the vial was sealed and heated to 85° C. After 2 h the mixture was cooled to rt, and concentrated under ... Starting materials: CCOC(=O)COc1ccc(SC(C)c2cccc(-c3ccc(C(F)(F)F)cc3)c2)cc1C, [Na+], C1COCCO1, [OH-]. Product: Cc1cc(SC(C)c2cccc(-c3ccc(C(F)(F)F)cc3)c2)ccc1OCC(=O)O. Reaction SMILES: [CH3:1][c:2]1[c:3]([O:27][CH2:28][C:29](=[O:30])[O:31][CH2:32][CH3:33])[cH:4][cH:5][c:6]([S:8][CH:9]([CH3:10])[c:11]2[cH:12][c:13](-[c:17]3[cH:18][cH:19][c:20]([C:23]([F:24])([F:25])[F:26])[cH:21][cH:22]3)[cH:14][cH:15][cH:16]2)[cH:7]1.[Na+:35].[O:36]1[CH2:37][CH2:38][O:39][CH2:40][CH2:41]1.[OH-:34]>>[CH3:1][c:2]1[c:3]([O:27][CH2:28][C:29](=[O:30])[OH:31])[cH:4][cH:5][c:6]([S:8][CH:9]([CH3:10])[c:11]2[cH:12][c:13](-[c:17]3[cH:18][cH:19][c:20]([C:23]([F:24])([F:25])[F:26])[cH:21][cH:22]3)[cH:14][cH:15][cH:16]2)[cH:7]1. Reactants: CCOC(=O)CCCCC(Cc1cc(F)c(O[Si](C(C)C)(C(C)C)C(C)C)c(F)c1)C(=O)O, C1CCOC1, O. Yields the product CCOC(=O)CCCCC(CO)Cc1cc(F)c(O[Si](C(C)C)(C(C)C)C(C)C)c(F)c1. RXN SMILES: [CH2:1]([CH3:2])[O:3][C:4]([CH2:5][CH2:6][CH2:7][CH2:8][CH:9]([C:10](=[O:11])[OH:12])[CH2:13][c:14]1[cH:15][c:16]([F:32])[c:17]([O:21][Si:22]([CH:23]([CH3:24])[CH3:25])([CH:26]([CH3:27])[CH3:28])[CH:29]([CH3:30])[CH3:31])[c:18]([F:20])[cH:19]1)=[O:33].[CH2:35]1[O:36][CH2:37][CH2:38][CH2:39]1.[OH2:34]>>[CH2:1]([CH3:2])[O:3][C:4]([CH2:5][CH2:6][CH2:7][CH2:8][CH:9]([CH2:10][OH:11])[CH2:13][c:14]1[cH:15][c:16]([F:32])[c:17]([O:21][Si:22]([CH:23]([CH3:24])[CH3:25])([CH:26]([CH3:27])[CH3:28])[CH:29]([CH3:30])[CH3:31])[c:18]([F:20])[cH:19]1)=[O:33]. Reactants: CN([SiH](C)C)[Si](C)(C)C, Cl, [I-], [I-], NCCCP(O)O, O=C1c2ccccc2C(=O)N1CC1CO1, [Zn+2]. The product is NCCCP(=O)(O)CC(O)CN1C(=O)c2ccccc2C1=O. As a reaction SMILES: [CH3:23][SiH:24]([CH3:25])[N:26]([CH3:27])[Si:28]([CH3:29])([CH3:30])[CH3:31].[ClH:32].[I-:33].[I-:35].[NH2:1][CH2:2][CH2:3][CH2:4][P:5]([OH:6])[OH:7].[O:8]1[CH:9]([CH2:10][N:11]2[C:12](=[O:21])[c:13]3[c:14]([cH:17][cH:18][cH:19][cH:20]3)[C:15]2=[O:16])[CH2:22]1.[Zn+2:34]>>[NH2:1][CH2:2][CH2:3][CH2:4][P:5]([OH:6])(=[O:7])[CH2:22][CH:9]([OH:8])[CH2:10][N:11]1[C:12](=[O:21])[c:13]2[c:14]([cH:17][cH:18][cH:19][cH:20]2)[C:15]1=[O:16]. Reaction SMILES: [CH2:1]([C:3]1[S:4][C:5]([CH3:51])=[C:6](/[CH:8]=[CH:9]/[C:10]2[C:11]([O:21][CH2:22][C:23]3[CH:48]=[CH:47][C:26]([O:27][CH2:28][C:29]4[N:30]=[C:31]([C:35]5[CH:40]=[CH:39][C:38]([CH2:41][C:42]([O:44]CC)=[O:43])=[CH:37][CH:36]=5)[O:32][C:33]=4[CH3:34])=[C:25]([O:49][CH3:50])[CH:24]=3)=[N:12][N:13]([C:15]3[CH:20]=[CH:19][CH:18]=[CH:17][CH:16]=3)[CH:14]=2)[N:7]=1)[CH3:2].O1CCCC1.[OH-].[Na+].Cl>O.C(O)C>[CH2:1]([C:3]1[S:4][C:5]([CH3:51])=[C:6](/[CH:8]=[CH:9]/[C:10]2[C:11]([O:21][CH2:22][C:23]3[CH:48]=[CH:47][C:26]([O:27][CH2:28][C:29]4[N:30]=[C:31]([C:35]5[CH:36]=[CH:37][C:38]([CH2:41][C:42]([OH:44])=[O:43])=[CH:39][CH:40]=5)[O:32][C:33]=4[CH3:34])=[C:25]([O:49][CH3:50])[CH:24]=3)=[N:12][N:13]([C:15]3[CH:16]=[CH:17][CH:18]=[CH:19][CH:20]=3)[CH:14]=2)[N:7]=1)[CH3:2] |f:2.3|. Conditions: temperature 50 celsius, time 2 hour. The yield is 66.0%. Solvent: C(C)O (ethanol), O (water). Reported procedure: To a mixture of ethyl {4-[4-({4-[({4-[(E)-2-(2-ethyl-5-methyl-1,3-thiazol-4-yl)ethenyl]-1-phenyl-1H-pyrazol-3-yl}oxy)methyl]-2-methoxyphenoxy}methyl)-5-methyl-1,3-oxazol-2-yl]phenyl}acetate (0.30 g), tetrahydrofuran (6 mL) and ethanol (3 mL) was added 1N aqueous sodium hydroxide solution (1 mL), and the mixture was stirred at 50° C. for 2 hrs. To the reaction mixture were added 1N hydrochloric acid (2 mL) and water, and the precipitated crystals were collected by filtration to give {4-[4-({4-[({... The product is C(C)C=1SC(=C(N1)/C=C/C=1C(=NN(C1)C1=CC=CC=C1)OCC1=CC(=C(OCC=2N=C(OC2C)C2=CC=C(C=C2)CC(=O)O)C=C1)OC)C ({4-[4-({4-[({4-[(E)-2-(2-ethyl-5-methyl-1,3-thiazol-4-yl)ethenyl]-1-phenyl-1H-pyrazol-3-yl}oxy)methyl]-2-methoxyphenoxy}methyl)-5-methyl-1,3-oxazol-2-yl]phenyl}acetic acid). The reactants are C(C)C=1SC(=C(N1)/C=C/C=1C(=NN(C1)C1=CC=CC=C1)OCC1=CC(=C(OCC=2N=C(OC2C)C2=CC=C(C=C2)CC(=O)OCC)C=C1)OC)C (ethyl {4-[4-({4-[({4-[(E)-2-(2-ethyl-5-methyl-1,3-thiazol-4-yl)ethenyl]-1-phenyl-1H-pyrazol-3-yl}oxy)methyl]-2-methoxyphenoxy}methyl)-5-methyl-1,3-oxazol-2-yl]phenyl}acetate), O1CCCC1 (tetrahydrofuran), [OH-].[Na+] (sodium hydroxide), Cl (hydrochloric acid).